Dataset: the Open Reaction Database (ORD), a public repository of structured organic reaction records. Task: describe an organic reaction: reactants, conditions, products, and yield Reactants: CC(=O)O[BH-](OC(C)=O)OC(C)=O, COC(C=O)OC, Nc1ccc(F)cc1, [Na+], C1CCOC1. Yields the product COC(CNc1ccc(F)cc1)OC. Reaction SMILES: [C:16]([O:17][BH-:18]([O:19][C:20](=[O:21])[CH3:22])[O:23][C:24](=[O:25])[CH3:26])(=[O:27])[CH3:28].[CH3:9][O:10][CH:11]([CH:12]=[O:13])[O:14][CH3:15].[NH2:1][c:2]1[cH:3][cH:4][c:5]([F:6])[cH:7][cH:8]1.[Na+:29].[O:30]1[CH2:31][CH2:32][CH2:33][CH2:34]1>>[NH:1]([c:2]1[cH:3][cH:4][c:5]([F:6])[cH:7][cH:8]1)[CH2:12][CH:11]([O:10][CH3:9])[O:14][CH3:15]. Starting materials: BrC=1C=C2C(=CN1)N(N=C2C2=CC=CC(=N2)N2C[C@H](CCC2)NC(OC(C)(C)C)=O)C2OCCCC2 (tert-butyl (3S)-1-(6-(5-bromo-1-(tetrahydro-2H-pyran-2-yl)-1H-pyrazolo[3,4-c]pyridin-3-yl)pyridin-2-yl)piperidin-3-ylcarbamate), CN1C(CNCC1)=O (1-methylpiperazin-2-one). Procedure details: Following the procedure of Example 224, tert-butyl (3S)-1-(6-(5-bromo-1-(tetrahydro-2H-pyran-2-yl)-1H-pyrazolo[3,4-c]pyridin-3-yl)pyridin-2-yl)piperidin-3-ylcarbamate and 1-methylpiperazin-2-one were reacted and deprotected by the procedure of Example 229. The mixture was purified by lyophilization from water and trituration of the crude product with cold methanol. The solid material was collected by filtration to afford 52 mg (28%) of 223 over two steps. ESI MS m/z 393.2 (M+1). 1H NMR (400 MHz,... The product is CN1C(CN(CC1)C=1C=C2C(=CN1)NN=C2C2=NC(=CC=C2)N2CCNCC2)=O (1-methyl-4-(3-(6-(piperazin-1-yl)pyridin-2-yl)-1H-pyrazolo[3,4-c]pyridin-5-yl)piperazin-2-one). As a reaction SMILES: Br[C:2]1[CH:3]=[C:4]2[C:10]([C:11]3[N:16]=[C:15]([N:17]4[CH2:22]CC[C@H:19]([NH:23][C:24](=O)OC(C)(C)C)[CH2:18]4)[CH:14]=[CH:13][CH:12]=3)=[N:9][N:8](C3CCCCO3)[C:5]2=[CH:6][N:7]=1.[CH3:37][N:38]1[CH2:43][CH2:42][NH:41][CH2:40][C:39]1=[O:44]>>[CH3:37][N:38]1[CH2:43][CH2:42][N:41]([C:2]2[CH:3]=[C:4]3[C:10]([C:11]4[CH:12]=[CH:13][CH:14]=[C:15]([N:17]5[CH2:22][CH2:24][NH:23][CH2:19][CH2:18]5)[N:16]=4)=[N:9][NH:8][C:5]3=[CH:6][N:7]=2)[CH2:40][C:39]1=[O:44]. The yield is 28.0%. The reactants are O=c1ccoc2cc(OCCCBr)ccc12, COc1ccc2c(c1)OC(CN)CO2, CCN(C(C)C)C(C)C, Cl, CN(C)C=O. Product: COc1ccc2c(c1)OC(CNCCCOc1ccc3c(=O)ccoc3c1)CO2. Reaction SMILES: [Br:16][CH2:17][CH2:18][CH2:19][O:20][c:21]1[cH:22][cH:23][c:24]2[c:25](=[O:31])[cH:26][cH:27][o:28][c:29]2[cH:30]1.[CH3:2][O:3][c:4]1[cH:5][cH:6][c:7]2[c:8]([cH:15]1)[O:9][CH:10]([CH2:13][NH2:14])[CH2:11][O:12]2.[CH:32]([N:33]([CH:34]([CH3:35])[CH3:36])[CH2:37][CH3:38])([CH3:39])[CH3:40].[ClH:1].[O:41]=[CH:42][N:43]([CH3:44])[CH3:45]>>[CH3:2][O:3][c:4]1[cH:5][cH:6][c:7]2[c:8]([cH:15]1)[O:9][CH:10]([CH2:13][NH:14][CH2:17][CH2:18][CH2:19][O:20][c:21]1[cH:22][cH:23][c:24]3[c:25](=[O:31])[cH:26][cH:27][o:28][c:29]3[cH:30]1)[CH2:11][O:12]2. Starting materials: O=[N+]([O-])c1ccc(CBr)cc1, O=C([O-])[O-], CC#N, O=C1NN=C(c2ccc(Cl)cc2)CO1, ClCCl, [K+], [K+], O. The product is O=C1OCC(c2ccc(Cl)cc2)=NN1Cc1ccc([N+](=O)[O-])cc1. Reaction SMILES: [Br:15][CH2:16][c:17]1[cH:18][cH:19][c:20]([N+:23](=[O:24])[O-:25])[cH:21][cH:22]1.[C:26](=[O:27])([O-:28])[O-:29].[CH3:32][C:33]#[N:34].[Cl:1][c:2]1[cH:3][cH:4][c:5]([C:8]2=[N:9][NH:10][C:11](=[O:14])[O:12][CH2:13]2)[cH:6][cH:7]1.[Cl:35][CH2:36][Cl:37].[K+:30].[K+:31].[OH2:38]>>[Cl:1][c:2]1[cH:3][cH:4][c:5]([C:8]2=[N:9][N:10]([CH2:16][c:17]3[cH:18][cH:19][c:20]([N+:23](=[O:24])[O-:25])[cH:21][cH:22]3)[C:11](=[O:14])[O:12][CH2:13]2)[cH:6][cH:7]1. Reactants: C(C)(C)(C)OC(=O)N([C@H](C(=O)N[C@H](C(=O)N1CC2=CC(=CC=C2C[C@H]1C(N[C@@H]1CCCC2=CC=CC=C12)=O)C(=O)O)C(C)(C)C)C)C ((S)-2-((S)-2-((S)-2-((tert-butoxycarbonyl)(methyl)amino)propanamido)-3,3-dimethylbutanoyl)-3-(((R)-1,2,3,4-tetrahydronaphthalen-1-yl)carbamoyl)-1,2,3,4-tetrahydroisoquinoline-7-carboxylic acid), C(C)(C)(C)OC(=O)N([C@H](C(=O)N[C@H](C(=O)N1[C@@H](C[C@@H](C1)C1=CC=C2C[C@H](N(CC2=C1)C([C@H](C(C)(C)C)NC([C@H](C)N(C)C(=O)OC(C)(C)C)=O)=O)C(N[C@@H]1CCCC2=CC=CC=C12)=O)C(=O)OC)C(C)(C)C)C)C ((2S,4R)-methyl 1-((S)-2-((S)-2-((tert-butoxycarbonyl)(methyl)amino)propanamido)-3,3-dimethylbutanoyl)-4-((S)-2-((S)-2-((S)-2-((tert-butoxycarbonyl)(methyl)amino)propanamido)-3,3-dimethylbutanoyl)-3-(((R)-1,2,3,4-tetrahydronaphthalen-1-yl)carbamoyl)-1,2,3,4-tetrahydroisoquinolin-7-yl)pyrrolidine-2-carboxylate). Yields the product C(C)(C)(C)OC(=O)N([C@H](C(=O)N[C@H](C(=O)N1[C@@H](C[C@@H](C1)C1=CC=C2C[C@H](N(CC2=C1)C([C@H](C(C)(C)C)NC([C@H](C)N(C)C(=O)OC(C)(C)C)=O)=O)C(N[C@@H]1CCCC2=CC=CC=C12)=O)C(=O)O)C(C)(C)C)C)C ((2S,4R)-1-((S)-2-((S)-2-((tert-Butoxycarbonyl)(methyl)amino)propanamido)-3,3-dimethylbutanoyl)-4-((S)-2-((S)-2-((S)-2-((tert-butoxycarbonyl)(methyl)amino)propanamido)-3,3-dimethylbutanoyl)-3-(((R)-1,2,3,4-tetrahydronaphthalen-1-yl)carbamoyl)-1,2,3,4-tetrahydroisoquinolin-7-yl)pyrrolidine-2-carboxylic acid). Yield: 95.7%. As a reaction SMILES: C(OC(N(C)[C@@H](C)C(N[C@@H](C(C)(C)C)C(N1[C@H](C(=O)N[C@H]2C3C(=CC=CC=3)CCC2)CC2C(=CC(C(O)=O)=CC=2)C1)=O)=O)=O)(C)(C)C.[C:48]([O:52][C:53]([N:55]([CH3:121])[C@@H:56]([CH3:120])[C:57]([NH:59][C@@H:60]([C:116]([CH3:119])([CH3:118])[CH3:117])[C:61]([N:63]1[CH2:67][C@@H:66]([C:68]2[CH:77]=[C:76]3[C:71]([CH2:72][C@@H:73]([C:99](=[O:111])[NH:100][C@H:101]4[C:110]5[C:105](=[CH:106][CH:107]=[CH:108][CH:109]=5)[CH2:104][CH2:103][CH2:102]4)[N:74]([C:78](=[O:98])[C@@H:79]([NH:84][C:85](=[O:97])[C@@H:86]([N:88]([C:90]([O:92][C:93]([CH3:96])([CH3:95])[CH3:94])=[O:91])[CH3:89])[CH3:87])[C:80]([CH3:83])([CH3:82])[CH3:81])[CH2:75]3)=[CH:70][CH:69]=2)[CH2:65][C@H:64]1[C:112]([O:114]C)=[O:113])=[O:62])=[O:58])=[O:54])([CH3:51])([CH3:50])[CH3:49]>>[C:48]([O:52][C:53]([N:55]([CH3:121])[C@@H:56]([CH3:120])[C:57]([NH:59][C@@H:60]([C:116]([CH3:119])([CH3:118])[CH3:117])[C:61]([N:63]1[CH2:67][C@@H:66]([C:68]2[CH:77]=[C:76]3[C:71]([CH2:72][C@@H:73]([C:99](=[O:111])[NH:100][C@H:101]4[C:110]5[C:105](=[CH:106][CH:107]=[CH:108][CH:109]=5)[CH2:104][CH2:103][CH2:102]4)[N:74]([C:78](=[O:98])[C@@H:79]([NH:84][C:85](=[O:97])[C@@H:86]([N:88]([C:90]([O:92][C:93]([CH3:94])([CH3:96])[CH3:95])=[O:91])[CH3:89])[CH3:87])[C:80]([CH3:81])([CH3:82])[CH3:83])[CH2:75]3)=[CH:70][CH:69]=2)[CH2:65][C@H:64]1[C:112]([OH:114])=[O:113])=[O:62])=[O:58])=[O:54])([CH3:49])([CH3:50])[CH3:51]. Procedure: Following a procedure analogous to that for the synthesis of Compound K of Example 1, (2S,4R)-methyl 1-((S)-2-((S)-2-((tert-butoxycarbonyl)(methyl)amino)propanamido)-3,3-dimethylbutanoyl)-4-((S)-2-((S)-2-((S)-2-((tert-butoxycarbonyl)(methyl)amino)propanamido)-3,3-dimethylbutanoyl)-3-(((R)-1,2,3,4-tetrahydronaphthalen-1-yl)carbamoyl)-1,2,3,4-tetrahydroisoquinolin-7-yl)pyrrolidine-2-carboxylate (301 mg, 0.29 mmol) was converted to the title compound (282 mg, 95%). MS (ESI+) m/z 1016.7 (M+H)+. Reactants: CCOC(=O)N1CCC(N)CC1, CN(C)C=O, CCOC(C)=O, O=[N+]([O-])c1ccc(Cl)cc1Cl, [I-], [K+], [Na+], [Na+], O=C([O-])[O-], O. Yields the product CCOC(=O)N1CCC(Nc2cc(Cl)ccc2[N+](=O)[O-])CC1. As a reaction SMILES: [CH2:1]([CH3:2])[O:3][C:4](=[O:5])[N:6]1[CH2:7][CH2:8][CH:9]([NH2:12])[CH2:10][CH2:11]1.[CH3:32][N:33]([CH3:34])[CH:35]=[O:36].[CH3:38][CH2:39][O:40][C:41](=[O:42])[CH3:43].[Cl:13][c:14]1[c:15]([N+:21](=[O:22])[O-:23])[cH:16][cH:17][c:18]([Cl:20])[cH:19]1.[I-:31].[K+:30].[Na+:24].[Na+:25].[O-:26][C:27](=[O:28])[O-:29].[OH2:37]>>[CH2:1]([CH3:2])[O:3][C:4](=[O:5])[N:6]1[CH2:7][CH2:8][CH:9]([NH:12][c:14]2[c:15]([N+:21](=[O:22])[O-:23])[cH:16][cH:17][c:18]([Cl:20])[cH:19]2)[CH2:10][CH2:11]1. Starting materials: N(=O)[O-].[Na+] (Sodium nitrite), NCC1=NN=C(O1)C1=CC=C(C=C1)C1=CC(=CC(=C1C)F)C(=O)NC1CC1 (4′-[5-(aminomethyl)-1,3,4oxadiazol-2-yl]-N-cyclopropyl-5-fluoro-6-methyl-1,1′-biphenyl-3-carboxamide), [OH-].[Na+] (sodium hydroxide). Solvent: C(C)(=O)O.O (acetic acid water). Conditions: temperature 0 celsius, time 30 minute. Product: C1(CC1)NC(=O)C=1C=C(C(=C(C1)F)C)C1=CC=C(C=C1)C=1OC(=NN1)CO (N-Cyclopropyl-5-fluoro-4′-[5-(hydroxymethyl)-1,3,4-oxadiazol-2-yl]-6-methyl-1,1′-biphenyl-3-carboxamide). RXN SMILES: N[CH2:2][C:3]1[O:7][C:6]([C:8]2[CH:13]=[CH:12][C:11]([C:14]3[C:19]([CH3:20])=[C:18]([F:21])[CH:17]=[C:16]([C:22]([NH:24][CH:25]4[CH2:27][CH2:26]4)=[O:23])[CH:15]=3)=[CH:10][CH:9]=2)=[N:5][N:4]=1.N([O-])=[O:29].[Na+].[OH-].[Na+]>C(O)(=O)C.O>[CH:25]1([NH:24][C:22]([C:16]2[CH:15]=[C:14]([C:11]3[CH:12]=[CH:13][C:8]([C:6]4[O:7][C:3]([CH2:2][OH:29])=[N:4][N:5]=4)=[CH:9][CH:10]=3)[C:19]([CH3:20])=[C:18]([F:21])[CH:17]=2)=[O:23])[CH2:26][CH2:27]1 |f:1.2,3.4,5.6|. Procedure: A solution of 4′-[5-(aminomethyl)-1,3,4-oxadiazol-2-yl]-N-cyclopropyl-5-fluoro-6-methyl-1,1′-biphenyl-3-carboxamide (Example 45) (96 mg) in acetic acid/water (1:1 v/v, 7 ml) was cooled to 0° C. Sodium nitrite (206 mg) was added and the solution stirred for 30 minutes at 0° C. and then for a further 16 hours at room temperature. Concentrated sodium hydroxide solution (10 ml) was added to the reaction and the mixture extracted with ether (3×40 ml) and then chloroform (40 ml). The organic phases we... Reactants: BrCc1ccccc1, Cc1csc2ccc3[nH]c4c(c3c12)CN(Cc1ccccc1)CC4, CN(C)P(=O)(N(C)C)N(C)C, [H-], [Na+]. Product: Cc1csc2ccc3c(c4c(n3Cc3ccccc3)CCN(Cc3ccccc3)C4)c12. As a reaction SMILES: [Br:25][CH2:26][c:27]1[cH:28][cH:29][cH:30][cH:31][cH:32]1.[CH2:1]([c:2]1[cH:3][cH:4][cH:5][cH:6][cH:7]1)[N:8]1[CH2:9][c:10]2[c:11]([nH:12][c:13]3[cH:14][cH:15][c:16]4[c:17]([c:18]23)[c:19]([CH3:22])[cH:20][s:21]4)[CH2:23][CH2:24]1.[CH3:35][N:36]([CH3:37])[P:38](=[O:39])([N:40]([CH3:41])[CH3:42])[N:43]([CH3:44])[CH3:45].[H-:34].[Na+:33]>>[CH2:1]([c:2]1[cH:3][cH:4][cH:5][cH:6][cH:7]1)[N:8]1[CH2:9][c:10]2[c:11]([n:12]([CH2:26][c:27]3[cH:28][cH:29][cH:30][cH:31][cH:32]3)[c:13]3[cH:14][cH:15][c:16]4[c:17]([c:18]23)[c:19]([CH3:22])[cH:20][s:21]4)[CH2:23][CH2:24]1. Starting materials: C(O)([O-])=O.[Na+] (sodium hydrogen carbonate), [Si](C)(C)(C(C)(C)C)O[C@H]1[C@@H](N(C(C12CC2)=O)C2=CC(=C(C#N)C=C2)Cl)C (4-[(6S,7R)-7-(tert-butyldimethylsilyloxy)-6-methyl-4-oxo-5-azaspiro[2.4]hept-5-yl]-2-chlorobenzonitrile), C1CCOC1 (THF), Cl (hydrochloric acid). Solvent: CO (methanol). Reaction conditions: time 1 hour. Product: ClC1=C(C#N)C=CC(=C1)N1C(C2(CC2)[C@H]([C@@H]1C)O)=O (2-chloro-4-[(6S,7R)-7-hydroxy-6-methyl-4-oxo-5-azaspiro[2.4]hept-5-yl]benzonitrile). Isolated yield 90.3%. RXN SMILES: [Si]([O:8][C@@H:9]1[C:13]2([CH2:15][CH2:14]2)[C:12](=[O:16])[N:11]([C:17]2[CH:24]=[CH:23][C:20]([C:21]#[N:22])=[C:19]([Cl:25])[CH:18]=2)[C@H:10]1[CH3:26])(C(C)(C)C)(C)C.C1COCC1.Cl.C(=O)([O-])O.[Na+]>CO>[Cl:25][C:19]1[CH:18]=[C:17]([N:11]2[C@@H:10]([CH3:26])[C@H:9]([OH:8])[C:13]3([CH2:15][CH2:14]3)[C:12]2=[O:16])[CH:24]=[CH:23][C:20]=1[C:21]#[N:22] |f:3.4|. Procedure details: To a solution of 4-[(6S,7R)-7-(tert-butyldimethylsilyloxy)-6-methyl-4-oxo-5-azaspiro[2.4]hept-5-yl]-2-chlorobenzonitrile (65.7 mg) in a mixed solvent of THF (6 mL) and methanol (6 mL) was added 6 mol/L hydrochloric acid (4.0 mL), and the mixture was stirred at room temperature for 1 hr. The reaction mixture was added to saturated aqueous sodium hydrogen carbonate, and the mixture was extracted with ethyl acetate. The extract was washed with saturated brine, dried over anhydrous magnesium sulfate...